This data is from the Open Reaction Database (ORD), a public repository of structured organic reaction records. The task is: describe an organic reaction: reactants, conditions, products, and yield The reactants are BrC1=CC(=C(C=C1)NC1=C(C(=O)OC)C=CC(=C1)Cl)[N+](=O)[O-] (methyl 2-[(4-bromo-2-nitrophenyl)amino]-4-chlorobenzoate), O.O.Cl[Sn]Cl (SnCl2.2H2O). Solvent: Cl (HCl), CO (methanol). Yields the product BrC=1C=CC2=C(NC(C3=C(N2)C=C(C=C3)Cl)=O)C1 (8-bromo-3-chloro-5,10-dihydro-11H-dibenzo[b,e][1,4]diazepin-11-one). Isolated yield 91.1%. RXN SMILES: [Br:1][C:2]1[CH:7]=[CH:6][C:5]([NH:8][C:9]2[CH:18]=[C:17]([Cl:19])[CH:16]=[CH:15][C:10]=2[C:11](OC)=[O:12])=[C:4]([N+:20]([O-])=O)[CH:3]=1.O.O.Cl[Sn]Cl>Cl.CO>[Br:1][C:2]1[CH:7]=[CH:6][C:5]2[NH:8][C:9]3[CH:18]=[C:17]([Cl:19])[CH:16]=[CH:15][C:10]=3[C:11](=[O:12])[NH:20][C:4]=2[CH:3]=1 |f:1.2.3|. Reported procedure: A mixture of Example 2A (6.0 g, 15.6 mmol) and SnCl2.2H2O (10.54 g, 46.8 mmol) in 37% HCl (200 mL) and methanol (300 mL) was heated to reflux for 20 hours, cooled to room temperature, and filtered. The filter cake was washed with 1:1H2O/methanol and dried in a vacuum oven at 65° C. to provide 4.6 g (91%) of the desired product. MS (DCI) m/e 324 (M+H)+, 341 (M+NH4)+; 1H NMR (300 MHz, DMSO-d6) δ 9.98 (s, 1H), 8.18 (s, 1H), 7.69 (d, J=8.5 Hz, 1H), 7.12-7.16 (m, 2H), 7.05 (d, J=2 Hz, 1H), 6.95 (dd, ... The reactants are Cc1ccccc1, ClP(Cl)(Cl)(Cl)Cl, O=C1Nc2cc(Cl)ccc2Oc2cscc21. Product: ClC1=Nc2cc(Cl)ccc2Oc2cscc21. Reaction SMILES: [CH3:23][c:24]1[cH:25][cH:26][cH:27][cH:28][cH:29]1.[Cl:17][P:18]([Cl:19])([Cl:20])([Cl:21])[Cl:22].[Cl:1][c:2]1[cH:3][cH:4][c:5]2[c:6]([cH:16]1)[NH:7][C:8](=[O:15])[c:9]1[c:10]([cH:12][s:13][cH:14]1)[O:11]2>>[Cl:1][c:2]1[cH:3][cH:4][c:5]2[c:6]([cH:16]1)[N:7]=[C:8]([Cl:17])[c:9]1[c:10]([cH:12][s:13][cH:14]1)[O:11]2.